From a dataset of the Open Reaction Database (ORD), a public repository of structured organic reaction records. describe an organic reaction: reactants, conditions, products, and yield Starting materials: CO, C[Si](C)(C)C=[N+]=[N-], CC(CC(=O)O)c1c[nH]c2ccccc12. Product: COC(=O)CC(C)c1c[nH]c2ccccc12. As a reaction SMILES: [CH3:23][OH:24].[Si:1]([CH3:2])([CH:3]=[N+:4]=[N-:5])([CH3:6])[CH3:7].[nH:8]1[cH:9][c:10]([CH:17]([CH2:18][C:19](=[O:20])[OH:21])[CH3:22])[c:11]2[cH:12][cH:13][cH:14][cH:15][c:16]12>>[CH3:2][O:20][C:19]([CH2:18][CH:17]([c:10]1[cH:9][nH:8][c:16]2[c:11]1[cH:12][cH:13][cH:14][cH:15]2)[CH3:22])=[O:21]. The reactants are C(C)S (ethane thiol), [Cl-].[Al+3].[Cl-].[Cl-] (aluminum chloride), COC=1C=CC2=C(SC(=C2C(C2=CC=C(C=C2)OC2CCN(CC2)C)=O)C2=CC=C(C=C2)OC)C1 (6-Methoxy-2-(4-methoxyphenyl)-3-(4-[1-methylpiperidin-4-oxy]benzoyl)benzo[b]thiophene). Run in C(Cl)Cl (methylene chloride). Product: OC=1C=CC2=C(SC(=C2C(C2=CC=C(C=C2)OC2CCN(CC2)C)=O)C2=CC=C(C=C2)O)C1 (6-Hydroxy-2-(4-Hydroxyphenyl)-3-(4-[1-Methylpiperidin-4-oxy]benzoyl)benzo[b]thiophene). Yield: 63.9%. RXN SMILES: C[O:2][C:3]1[CH:4]=[CH:5][C:6]2[C:10]([C:11](=[O:26])[C:12]3[CH:17]=[CH:16][C:15]([O:18][CH:19]4[CH2:24][CH2:23][N:22]([CH3:25])[CH2:21][CH2:20]4)=[CH:14][CH:13]=3)=[C:9]([C:27]3[CH:32]=[CH:31][C:30]([O:33]C)=[CH:29][CH:28]=3)[S:8][C:7]=2[CH:35]=1.C(S)C.[Cl-].[Al+3].[Cl-].[Cl-]>C(Cl)Cl>[OH:2][C:3]1[CH:4]=[CH:5][C:6]2[C:10]([C:11](=[O:26])[C:12]3[CH:13]=[CH:14][C:15]([O:18][CH:19]4[CH2:24][CH2:23][N:22]([CH3:25])[CH2:21][CH2:20]4)=[CH:16][CH:17]=3)=[C:9]([C:27]3[CH:28]=[CH:29][C:30]([OH:33])=[CH:31][CH:32]=3)[S:8][C:7]=2[CH:35]=1 |f:2.3.4.5|. Reported procedure: 6-Methoxy-2-(4-methoxyphenyl)-3-(4-[1-methylpiperidin-4-oxy]benzoyl)benzo[b]thiophene (749 mg, 1.54 mmol) was dissolved in 30 mL of methylene chloride. This solution was stirred and ethane thiol (7.68 mmol) and aluminum chloride (1.23 g, 9.22 mmol) were added. The reaction mixture was stirred vigorously for 30 minutes and then quenched with brine and saturated sodium bicarbonate. Any resulting residue was dissolved by the addition of methanol and ethyl acetate. The pH was adjusted to make it sli... Reaction conditions: temperature 85 celsius, time 3 hour. Yields the product COC(CCC(=O)C1=CC=C(C=C1)CCCCN1C=NC=C1)=O (4-{4-[4-(1-Imidazolyl)-butyl]-phenyl}-4-oxo-butyric acid methyl ester). Run in ClCCCl (1,2-dichloroethane), ClCCCl (1,2-dichloroethane). The reactants are [Cl-].COC(CCC(=O)O)=O (succinic acid methyl ester chloride), C1(=CC=CC=C1)CCCCN1C=NC=C1 (1-(4-phenylbutyl)-imidazole), [Cl-].[Al+3].[Cl-].[Cl-] (aluminium chloride), C(CN(CC(=O)O)CC(=O)O)N(CC(=O)O)CC(=O)O (ethylenediaminetetraacetic acid), ice, [OH-].[Na+] (sodium hydroxide). Reaction SMILES: [Cl-].[CH3:2][O:3][C:4](=[O:10])[CH2:5][CH2:6][C:7](O)=[O:8].[C:11]1([CH2:17][CH2:18][CH2:19][CH2:20][N:21]2[CH:25]=[CH:24][N:23]=[CH:22]2)[CH:16]=[CH:15][CH:14]=[CH:13][CH:12]=1.[Cl-].[Al+3].[Cl-].[Cl-].C(N(CC(O)=O)CC(O)=O)CN(CC(O)=O)CC(O)=O.[OH-].[Na+]>ClCCCl>[CH3:2][O:3][C:4](=[O:10])[CH2:5][CH2:6][C:7]([C:14]1[CH:13]=[CH:12][C:11]([CH2:17][CH2:18][CH2:19][CH2:20][N:21]2[CH:25]=[CH:24][N:23]=[CH:22]2)=[CH:16][CH:15]=1)=[O:8] |f:0.1,3.4.5.6,8.9|. Procedure: 20.3 g of succinic acid methyl ester chloride and then a solution of 27 g of 1-(4-phenylbutyl)-imidazole in 100 ml of 1,2-dichloroethane are added dropwise to a suspension of 59.3 g of aluminium chloride in 200 ml of 1,2-dichloroethane, whilst cooling with ice. The mixture is then stirred at 85° C. for 3 hours. After it has been cooled, the reaction mixture is stirred into a mixture of 165.7 g of ethylenediaminetetraacetic acid and 600 g of ice and is brought to about pH 8 by addition of dilute ... Starting materials: FC(F)(F)Oc1ccc(Br)cc1, C=CCC(C(=O)OC(C)C)C(O)C(=O)OC(C)C, CC#N, CC(=O)[O-], CC(=O)[O-], [Pd+2], Cc1ccccc1P(c1ccccc1C)c1ccccc1C. Yields the product CC(C)OC(=O)C(O)C(CC=Cc1ccc(OC(F)(F)F)cc1)C(=O)OC(C)C. RXN SMILES: [Br:19][c:20]1[cH:21][cH:22][c:23]([O:26][C:27]([F:28])([F:29])[F:30])[cH:24][cH:25]1.[CH2:1]([CH:2]=[CH2:3])[CH:4]([C:5](=[O:6])[O:7][CH:8]([CH3:9])[CH3:10])[CH:11]([C:12](=[O:13])[O:14][CH:15]([CH3:16])[CH3:17])[OH:18].[CH3:53][C:54]#[N:55].[O-:57][C:58]([CH3:59])=[O:60].[O-:61][C:62]([CH3:63])=[O:64].[Pd+2:56].[c:31]1([CH3:32])[cH:33][cH:34][cH:35][cH:36][c:37]1[P:38]([c:39]1[cH:40][cH:41][cH:42][cH:43][c:44]1[CH3:45])[c:46]1[cH:47][cH:48][cH:49][cH:50][c:51]1[CH3:52]>>[CH2:1]([CH:2]=[CH:3][c:20]1[cH:21][cH:22][c:23]([O:26][C:27]([F:28])([F:29])[F:30])[cH:24][cH:25]1)[CH:4]([C:5](=[O:6])[O:7][CH:8]([CH3:9])[CH3:10])[CH:11]([C:12](=[O:13])[O:14][CH:15]([CH3:16])[CH3:17])[OH:18]. The reactants are Cn1nc2cc([N+](=O)[O-])ccc2c1CBr, CC#N, [Na+], [OH-], O. The product is Cn1nc2cc([N+](=O)[O-])ccc2c1CO. RXN SMILES: [Br:1][CH2:2][c:3]1[n:4]([CH3:15])[n:5][c:6]2[cH:7][c:8]([N+:12](=[O:13])[O-:14])[cH:9][cH:10][c:11]12.[CH3:18][C:19]#[N:20].[Na+:17].[OH-:16].[OH2:21]>>[CH2:2]([c:3]1[n:4]([CH3:15])[n:5][c:6]2[cH:7][c:8]([N+:12](=[O:13])[O-:14])[cH:9][cH:10][c:11]12)[OH:16].